Dataset: the Open Reaction Database (ORD), a public repository of structured organic reaction records. Task: describe an organic reaction: reactants, conditions, products, and yield The reactants are C(C1=CC=CC=C1)C=1C=NC2=C(C=CC=C2C1C=1C=C(C=CC1)N)C(F)(F)F (3-(3-benzyl-8-trifluoromethyl-quinolin-4-yl)-phenylamine), N1=CC=C(C=C1)C=O (pyridine-4 carbaldehyde). Yields the product C(C1=CC=CC=C1)C=1C=NC2=C(C=CC=C2C1C=1C=C(C=CC1)NCC1=CC=NC=C1)C(F)(F)F ({3-[3-BENZYL-8-(TRIFLUOROMETHYL)QUINOLIN-4-YL]PHENYL}(PYRIDIN-4-YLMETHYL)AMINE). Reaction SMILES: [CH2:1]([C:8]1[CH:9]=[N:10][C:11]2[C:16]([C:17]=1[C:18]1[CH:19]=[C:20]([NH2:24])[CH:21]=[CH:22][CH:23]=1)=[CH:15][CH:14]=[CH:13][C:12]=2[C:25]([F:28])([F:27])[F:26])[C:2]1[CH:7]=[CH:6][CH:5]=[CH:4][CH:3]=1.[N:29]1[CH:34]=[CH:33][C:32]([CH:35]=O)=[CH:31][CH:30]=1>>[CH2:1]([C:8]1[CH:9]=[N:10][C:11]2[C:16]([C:17]=1[C:18]1[CH:19]=[C:20]([NH:24][CH2:35][C:32]3[CH:33]=[CH:34][N:29]=[CH:30][CH:31]=3)[CH:21]=[CH:22][CH:23]=1)=[CH:15][CH:14]=[CH:13][C:12]=2[C:25]([F:28])([F:26])[F:27])[C:2]1[CH:3]=[CH:4][CH:5]=[CH:6][CH:7]=1. Procedure details: This compound was prepared according to the procedure of example 66, substituting 3-(3-benzyl-8-trifluoromethyl-quinolin-4-yl)-phenylamine and pyridine-4 carbaldehyde. MS (ESI) m/z 470.